This data is from the Open Reaction Database (ORD), a public repository of structured organic reaction records. The task is: describe an organic reaction: reactants, conditions, products, and yield Starting materials: CC1=C(C=C(C=C1)COC1OCCCC1)N (2-methyl-5-(tetrahydropyran-2-yloxymethyl)phenylamine), COCCC(=O)Cl (3-methoxypropionyl chloride). Product: COCCC(=O)NC1=C(C=CC(=C1)COC1OCCCC1)C (3-Methoxy-N-[2-methyl-5-(tetrahydropyran-2-yloxymethyl)phenyl]propionamide). Reaction SMILES: [CH3:1][C:2]1[CH:7]=[CH:6][C:5]([CH2:8][O:9][CH:10]2[CH2:15][CH2:14][CH2:13][CH2:12][O:11]2)=[CH:4][C:3]=1[NH2:16].[CH3:17][O:18][CH2:19][CH2:20][C:21](Cl)=[O:22]>>[CH3:17][O:18][CH2:19][CH2:20][C:21]([NH:16][C:3]1[CH:4]=[C:5]([CH2:8][O:9][CH:10]2[CH2:15][CH2:14][CH2:13][CH2:12][O:11]2)[CH:6]=[CH:7][C:2]=1[CH3:1])=[O:22]. Reported procedure: Analogously to Example 116b, 4.95 g of 2-methyl-5-(tetrahydropyran-2-yloxymethyl)phenylamine and 3.27 g of 3-methoxypropionyl chloride are reacted. The title compound is obtained as a white solid. Rf=0.33 (2:1 EtOAc-heptane); Rt=3.60. Yields the product CC(O)C=Cc1ccc(Br)cn1. Starting materials: CC(O)C#Cc1ccc(Br)cn1, CCOC(C)=O, [H][H]. As a reaction SMILES: [Br:1][c:2]1[cH:3][cH:4][c:5]([C:8]#[C:9][CH:10]([CH3:11])[OH:12])[n:6][cH:7]1.[CH3:15][CH2:16][O:17][C:18]([CH3:19])=[O:20].[H:13][H:14]>>[Br:1][c:2]1[cH:3][cH:4][c:5]([CH:8]=[CH:9][CH:10]([CH3:11])[OH:12])[n:6][cH:7]1. The reactants are NC=1C=C(C=C(C1)O)C1=CN(C=2N=CN=C(C21)N[C@@H](C)C2=NN1C(C(N2C2=CC=CC=C2)=O)=C(C=C1)C)COCC[Si](C)(C)C ((S)-2-(1-((5-(3-Amino-5-hydroxyphenyl)-7-((2-(trimethylsilyl)ethoxy)methyl)-7H-pyrrolo[2,3-d]pyrimidin-4-yl)amino)ethyl)-5-methyl-3-phenylpyrrolo[2,1-f][1,2,4]triazin-4(3H)-one), FC(C(=O)O)(F)F (trifluoroacetic acid), N (ammonia). The product is NC=1C=C(C=C(C1)O)C1=CNC=2N=CN=C(C21)N[C@@H](C)C2=NN1C(C(N2C2=CC=CC=C2)=O)=C(C=C1)C ((S)-2-(1-((5-(3-Amino-5-hydroxyphenyl)-7H-pyrrolo[2,3-d]pyrimidin-4-yl)amino)ethyl)-5-methyl-3-phenylpyrrolo[2,1-f][1,2,4]triazin-4(3H)-one). Yield: 74.4%. RXN SMILES: [NH2:1][C:2]1[CH:3]=[C:4]([C:9]2[C:17]3[C:16]([NH:18][C@H:19]([C:21]4[N:26]([C:27]5[CH:32]=[CH:31][CH:30]=[CH:29][CH:28]=5)[C:25](=[O:33])[C:24]5=[C:34]([CH3:37])[CH:35]=[CH:36][N:23]5[N:22]=4)[CH3:20])=[N:15][CH:14]=[N:13][C:12]=3[N:11](COCC[Si](C)(C)C)[CH:10]=2)[CH:5]=[C:6]([OH:8])[CH:7]=1.FC(F)(F)C(O)=O.N>>[NH2:1][C:2]1[CH:3]=[C:4]([C:9]2[C:17]3[C:16]([NH:18][C@H:19]([C:21]4[N:26]([C:27]5[CH:32]=[CH:31][CH:30]=[CH:29][CH:28]=5)[C:25](=[O:33])[C:24]5=[C:34]([CH3:37])[CH:35]=[CH:36][N:23]5[N:22]=4)[CH3:20])=[N:15][CH:14]=[N:13][C:12]=3[NH:11][CH:10]=2)[CH:5]=[C:6]([OH:8])[CH:7]=1. Reported procedure: (S)-2-(1-((5-(3-Amino-5-hydroxyphenyl)-7-((2-(trimethylsilyl)ethoxy)methyl)-7H-pyrrolo[2,3-d]pyrimidin-4-yl)amino)ethyl)-5-methyl-3-phenylpyrrolo[2,1-f][1,2,4]triazin-4(3H)-one (36 mg, 0.06 mmol) was treated with trifluoroacetic acid (720 μl, 9.35 mmol) and a solution of ammonia (7N in methanol, 720 μl, 6.04 mmol) according to the method described in Example 27. The residue was purified using SP1® Purification System (0% to 20% dichloromethane-methanol) to obtain 22 mg (75% yield) of the title c... The reactants are ClC1=CC2=C(N=N1)CCCCCC2 (3-chloro-5,6,7,8,9,10-hexahydrocycloocta[c]pyridazine), NC(=S)N (thiourea). Solvent: C(C)O (ethanol). Run at time 20 hour. Yields the product SC1=CC2=C(N=N1)CCCCCC2 (3-mercapto-5,6,7,8,9,10-hexahydrocycloocta[c]pyridazine). As a reaction SMILES: Cl[C:2]1[N:7]=[N:6][C:5]2[CH2:8][CH2:9][CH2:10][CH2:11][CH2:12][CH2:13][C:4]=2[CH:3]=1.NC(N)=[S:16]>C(O)C>[SH:16][C:2]1[N:7]=[N:6][C:5]2[CH2:8][CH2:9][CH2:10][CH2:11][CH2:12][CH2:13][C:4]=2[CH:3]=1. Procedure: 59.1 g of 3-chloro-5,6,7,8,9,10-hexahydrocycloocta[c]pyridazine and 25.2 g of thiourea are heated at reflux in 250 cc of absolute ethanol while stirring for 20 hours. The reaction mixture is subsequently concentrated and divided between chloroform and water. After concentrating the chloroform phase, crude 3-mercapto-5,6,7,8,9,10-hexahydrocycloocta[c]pyridazine is obtained and is recrystallized from 250 cc of absolute ethanol with the addition of carbon. M.P. 167°-170° (decomp.). Reactants: Clc1cnc2c(n1)OCCN(Cc1ccccc1)C2, Cc1ccccc1, CC(C)O, [H-], [Na+], O=C(C=Cc1ccccc1)C=Cc1ccccc1, O=C(C=Cc1ccccc1)C=Cc1ccccc1, O=C(C=Cc1ccccc1)C=Cc1ccccc1, O, [Pd], [Pd], c1ccc(P(c2ccccc2)c2ccc3ccccc3c2-c2c(P(c3ccccc3)c3ccccc3)ccc3ccccc23)cc1. The product is CC(C)Oc1cnc2c(n1)OCCN(Cc1ccccc1)C2. RXN SMILES: [CH2:7]([c:8]1[cH:9][cH:10][cH:11][cH:12][cH:13]1)[N:14]1[CH2:15][CH2:16][O:17][c:18]2[c:19]([n:21][cH:22][c:23]([Cl:25])[n:24]2)[CH2:20]1.[CH3:72][c:73]1[cH:74][cH:75][cH:76][cH:77][cH:78]1.[CH:1]([CH3:2])([CH3:3])[OH:4].[H-:5].[Na+:6].[O:117]=[C:118]([CH:119]=[CH:120][c:121]1[cH:122][cH:123][cH:124][cH:125][cH:126]1)[CH:127]=[CH:128][c:129]1[cH:130][cH:131][cH:132][cH:133][cH:134]1.[O:81]=[C:82]([CH:83]=[CH:84][c:85]1[cH:86][cH:87][cH:88][cH:89][cH:90]1)[CH:91]=[CH:92][c:93]1[cH:94][cH:95][cH:96][cH:97][cH:98]1.[O:99]=[C:100]([CH:101]=[CH:102][c:103]1[cH:104][cH:105][cH:106][cH:107][cH:108]1)[CH:109]=[CH:110][c:111]1[cH:112][cH:113][cH:114][cH:115][cH:116]1.[OH2:135].[Pd:79].[Pd:80].[cH:26]1[cH:27][cH:28][c:29]([P:30]([c:31]2[cH:32][cH:33][c:34]3[c:35]([cH:36][cH:37][cH:38][cH:39]3)[c:40]2-[c:41]2[c:42]3[c:43]([cH:44][cH:45][cH:46][cH:47]3)[cH:48][cH:49][c:50]2[P:51]([c:52]2[cH:53][cH:54][cH:55][cH:56][cH:57]2)[c:58]2[cH:59][cH:60][cH:61][cH:62][cH:63]2)[c:64]2[cH:65][cH:66][cH:67][cH:68][cH:69]2)[cH:70][cH:71]1>>[CH:1]([CH3:2])([CH3:3])[O:4][c:23]1[cH:22][n:21][c:19]2[c:18]([n:24]1)[O:17][CH2:16][CH2:15][N:14]([CH2:7][c:8]1[cH:9][cH:10][cH:11][cH:12][cH:13]1)[CH2:20]2. The reactants are [BH4-], O=Cc1ccc(-c2ccc(-c3c(Cc4ccccc4)oc4ccccc34)cc2)cc1, CCO, [Na+], C1CCOC1, O. Yields the product OCc1ccc(-c2ccc(-c3c(Cc4ccccc4)oc4ccccc34)cc2)cc1. RXN SMILES: [BH4-:31].[CH2:1]([c:2]1[cH:3][cH:4][cH:5][cH:6][cH:7]1)[c:8]1[o:9][c:10]2[c:11]([c:12]1-[c:13]1[cH:14][cH:15][c:16](-[c:19]3[cH:20][cH:21][c:22]([CH:25]=[O:26])[cH:23][cH:24]3)[cH:17][cH:18]1)[cH:27][cH:28][cH:29][cH:30]2.[CH3:34][CH2:35][OH:36].[Na+:32].[O:37]1[CH2:38][CH2:39][CH2:40][CH2:41]1.[OH2:33]>>[CH2:1]([c:2]1[cH:3][cH:4][cH:5][cH:6][cH:7]1)[c:8]1[o:9][c:10]2[c:11]([c:12]1-[c:13]1[cH:14][cH:15][c:16](-[c:19]3[cH:20][cH:21][c:22]([CH2:25][OH:26])[cH:23][cH:24]3)[cH:17][cH:18]1)[cH:27][cH:28][cH:29][cH:30]2. Reactants: CN(C(=O)OC=1C=C(C=CC1)NC(=O)C1(CCN(CC1)C(=O)OC(C)(C)C)C)C (tert-butyl 4-(3-(dimethylcarbamoyloxy)phenylcarbamoyl)-4-methylpiperidine-1-carboxylate), C=1C=CC2=C(C1)N=NN2O (HOBT), ClC(C)Cl (dichloroethane), C(C)(C)(C)OC(=O)N1CCC(CC1)(C(=O)O)C (1-(tert-Butoxycarbonyl)-4-methylpiperidine-4-carboxylic acid), C(CCl)Cl (EDC), CN(C(OC1=CC(=CC=C1)N)=O)C (3-Aminophenyl dimethylcarbamate). Conditions: temperature 85 celsius, time 45 minute. Yields the product CN(C(OC1=CC(=CC=C1)NC(=O)C1(CCN(CC1)C=1C2=C(N=CN1)NC=C2C)C)=O)C (3-(4-methyl-1-(5-methyl-7H-pyrrolo[2,3-d]pyrimidin-4-yl)piperidine-4-carboxamido)phenyl dimethylcarbamate). Yield: 50.0%. As a reaction SMILES: CN(C)C(OC1C=C([NH:12][C:13]([C:15]2(C)[CH2:20][CH2:19][N:18]([C:21](OC(C)(C)C)=O)C[CH2:16]2)=O)C=CC=1)=O.C(O[C:35]([N:37]1[CH2:42][CH2:41][C:40]([CH3:46])([C:43]([OH:45])=O)[CH2:39][CH2:38]1)=O)(C)(C)C.C(Cl)CCl.C1C=CC2N(O)N=[N:57]C=2C=1.ClC(Cl)C.[CH3:65][N:66]([CH3:77])[C:67](=[O:76])[O:68][C:69]1[CH:74]=[CH:73][CH:72]=[C:71]([NH2:75])[CH:70]=1>>[CH3:65][N:66]([CH3:77])[C:67](=[O:76])[O:68][C:69]1[CH:74]=[CH:73][CH:72]=[C:71]([NH:75][C:43]([C:40]2([CH3:46])[CH2:39][CH2:38][N:37]([C:35]3[C:20]4[C:15]([CH3:16])=[CH:13][NH:12][C:19]=4[N:18]=[CH:21][N:57]=3)[CH2:42][CH2:41]2)=[O:45])[CH:70]=1. Procedure details: Preparation of tert-butyl 4-(3-(dimethylcarbamoyloxy)phenylcarbamoyl)-4-methylpiperidine-1-carboxylate. 1-(tert-Butoxycarbonyl)-4-methylpiperidine-4-carboxylic acid (67 mg, 0.28 mmol), EDC (64 mg, 0.33 mmol), HOBT (45 mg, 0.33 mmol) and dichloroethane (2.0 mL) were combined in a pressure rated sealed tube and stirred for 45 min. 3-Aminophenyl dimethylcarbamate (50 mg, 0.28 mmol) was added, and the mixture was heated at 85° C. for 18 hours. The mixture was concentrated and chromatographed (SiO2, ...